Dataset: the Open Reaction Database (ORD), a public repository of structured organic reaction records. Task: describe an organic reaction: reactants, conditions, products, and yield Starting materials: COc1cc(CN2CCN(C(=S)[S-])CC2)cc(OC)c1OC, CCO, CC(C)I, [Na+]. Yields the product COc1cc(CN2CCN(C(=S)SC(C)C)CC2)cc(OC)c1OC. As a reaction SMILES: [CH3:1][O:2][c:3]1[cH:4][c:5]([CH2:6][N:7]2[CH2:8][CH2:9][N:10]([C:13](=[S:14])[S-:15])[CH2:11][CH2:12]2)[cH:16][c:17]([O:21][CH3:22])[c:18]1[O:19][CH3:20].[CH3:28][CH2:29][OH:30].[CH:24]([CH3:25])([CH3:26])[I:27].[Na+:23]>>[CH3:1][O:2][c:3]1[cH:4][c:5]([CH2:6][N:7]2[CH2:8][CH2:9][N:10]([C:13](=[S:14])[S:15][CH:24]([CH3:25])[CH3:26])[CH2:11][CH2:12]2)[cH:16][c:17]([O:21][CH3:22])[c:18]1[O:19][CH3:20]. Starting materials: CC(C)(C)[Si](C)(C)OC1CC(O[Si](C)(C)C(C)(C)C)CN(C(=O)OCc2ccccc2)C1, CCCC[N+](CCCC)(CCCC)CCCC, C1CCOC1, [F-], O. Product: CC(C)(C)[Si](C)(C)OC1CC(O)CN(C(=O)OCc2ccccc2)C1. RXN SMILES: [CH2:1]([c:2]1[cH:3][cH:4][cH:5][cH:6][cH:7]1)[O:8][C:9](=[O:10])[N:11]1[CH2:12][CH:13]([O:25][Si:26]([C:27]([CH3:28])([CH3:29])[CH3:30])([CH3:31])[CH3:32])[CH2:14][CH:15]([O:17][Si:18]([CH3:19])([CH3:20])[C:21]([CH3:22])([CH3:23])[CH3:24])[CH2:16]1.[CH2:34]([N+:35]([CH2:36][CH2:37][CH2:38][CH3:39])([CH2:40][CH2:41][CH2:42][CH3:43])[CH2:44][CH2:45][CH2:46][CH3:47])[CH2:48][CH2:49][CH3:50].[CH2:52]1[O:53][CH2:54][CH2:55][CH2:56]1.[F-:33].[OH2:51]>>[CH2:1]([c:2]1[cH:3][cH:4][cH:5][cH:6][cH:7]1)[O:8][C:9](=[O:10])[N:11]1[CH2:12][CH:13]([OH:25])[CH2:14][CH:15]([O:17][Si:18]([CH3:19])([CH3:20])[C:21]([CH3:22])([CH3:23])[CH3:24])[CH2:16]1. The reactants are [Na] (Sodium), CC[O-].[Na+] (sodium ethylate solution), [N+](=O)([O-])C=1C=C(C=C(C(=O)OCCN2CCN(CC2)C(C2=CC=CC=C2)C2=CC=CC=C2)C(=O)C)C=CC1 (2-(4-benzhydryl-1-piperazinyl)ethyl 2-(3-nitrobenzylidene)acetoacetate), Cl.C(N)(=N)CC(=O)OCC (ethyl amidinoacetate hydrochloride). The solvent is C(C)O (ethanol), C(C)O (ethanol). Yields the product NC=1NC(=C(C(C1C(=O)OCC)C1=CC(=CC=C1)[N+](=O)[O-])C(=O)OCCN1CCN(CC1)C(C1=CC=CC=C1)C1=CC=CC=C1)C (5-[2-(4-benzhydryl-1-piperazinyl)ethyl] 3-ethyl 2-amino-1,4-dihydro-6-methyl-4-(3-nitrophenyl)-3,5-pyridinedicarboxylate). Reaction SMILES: [Na].CC[O-].[Na+].[N+:6]([C:9]1[CH:10]=[C:11]([CH:41]=[CH:42][CH:43]=1)[CH:12]=[C:13]([C:38]([CH3:40])=O)[C:14]([O:16][CH2:17][CH2:18][N:19]1[CH2:24][CH2:23][N:22]([CH:25]([C:32]2[CH:37]=[CH:36][CH:35]=[CH:34][CH:33]=2)[C:26]2[CH:31]=[CH:30][CH:29]=[CH:28][CH:27]=2)[CH2:21][CH2:20]1)=[O:15])([O-:8])=[O:7].Cl.[C:45]([CH2:48][C:49]([O:51][CH2:52][CH3:53])=[O:50])(=[NH:47])[NH2:46]>C(O)C>[NH2:47][C:45]1[NH:46][C:38]([CH3:40])=[C:13]([C:14]([O:16][CH2:17][CH2:18][N:19]2[CH2:24][CH2:23][N:22]([CH:25]([C:26]3[CH:27]=[CH:28][CH:29]=[CH:30][CH:31]=3)[C:32]3[CH:33]=[CH:34][CH:35]=[CH:36][CH:37]=3)[CH2:21][CH2:20]2)=[O:15])[CH:12]([C:11]2[CH:41]=[CH:42][CH:43]=[C:9]([N+:6]([O-:8])=[O:7])[CH:10]=2)[C:48]=1[C:49]([O:51][CH2:52][CH3:53])=[O:50] |f:1.2,4.5,^1:0|. Procedure: Sodium (0.20 g) was dissolved in dry ethanol (10 ml) and the thus-obtained sodium ethylate solution was added dropwise to a solution of 2-(4-benzhydryl-1-piperazinyl)ethyl 2-(3-nitrobenzylidene)acetoacetate (4.37 g) and ethyl amidinoacetate hydrochloride (1.42 g) in dry ethanol (10 ml) with stirring under reflux over a period of about 15 minutes. The mixture was further refluxed for 5 minutes. The resulting NaCl was filtered off and the filtrate was concentrated under reduced pressure. The resid... Reactants: ClC(C(C)=O)C(C)=O (3-chloro-2,4-pentanedione), C(#N)C1=CC=C(C=C1)O (4-cyanophenol), C([O-])([O-])=O.[Cs+].[Cs+] (caesium carbonate). Solvent: CC(=O)C (acetone). Yields the product C(C)(=O)C(C(C)=O)OC1=CC=C(C#N)C=C1 (4-(1-Acetyl-2-oxopropoxy)benzonitrile). As a reaction SMILES: Cl[CH:2]([C:6](=[O:8])[CH3:7])[C:3](=[O:5])[CH3:4].[C:9]([C:11]1[CH:16]=[CH:15][C:14]([OH:17])=[CH:13][CH:12]=1)#[N:10].C(=O)([O-])[O-].[Cs+].[Cs+]>CC(C)=O>[C:3]([CH:2]([O:17][C:14]1[CH:15]=[CH:16][C:11]([C:9]#[N:10])=[CH:12][CH:13]=1)[C:6](=[O:8])[CH3:7])(=[O:5])[CH3:4] |f:2.3.4|. Procedure details: A mixture of commercially available 3-chloro-2,4-pentanedione (14.01 ml, 92 mmol), 4-cyanophenol (10 g, 84 mmol), caesium carbonate (29.9 g, 92 mmol) and acetone (160 ml) was heated under reflux for 5 hours. After cooling, a solid was removed by filtration and it was washed with dichloromethane (100 ml). The combined filtrates were concentrated under reduced pressure. The remaining oil was diluted with dichloromethane (150 ml), washed with 1M hydrochloric acid (100 ml), then brine (50 ml), dried... Starting materials: ice, Zink(II)-chloride-dihydrate, ClC1=NC=C(C=C1[N+](=O)[O-])C(F)(F)F (2-chloro-3-nitro-5-(trifluoromethyl)pyridine), resultant suspension. The solvent is C(C)(=O)OCC (ethyl acetate). Yields the product ClC1=NC=C(C=C1N)C(F)(F)F (2-Chloro-3-amino-5-(trifluoromethyl)pyridine). As a reaction SMILES: [Cl:1][C:2]1[C:7]([N+:8]([O-])=O)=[CH:6][C:5]([C:11]([F:14])([F:13])[F:12])=[CH:4][N:3]=1>C(OCC)(=O)C>[Cl:1][C:2]1[C:7]([NH2:8])=[CH:6][C:5]([C:11]([F:12])([F:13])[F:14])=[CH:4][N:3]=1. Procedure: Zink(II)-chloride-dihydrate (4.39 g, 19.5 mmol) is added to a solution of 2-chloro-3-nitro-5-(trifluoromethyl)pyridine (1.00 g, 4.41 mmol) in a ethyl acetate (25 ml), and the resultant suspension is stirred for 2 h at 80° C. After cooling to room temperature, the reaction mixture is slowly added dropwise into an ice cooled saturated sodium hydrogen carbonate solution (100 ml). After warming to room temperature, the resultant suspension is filtered via a celite layer, and the residue is washed fo... Reagents/catalysts: [Pt] (Pt-C). Solvent: CO (MeOH). Reactants: N1(CCOCC1)C(CC#N)=O (3-morpholin-4-yl-3-oxo-propionitrile), Cl (HCl). As a reaction SMILES: [N:1]1([C:7](=[O:11])[CH2:8][C:9]#[N:10])[CH2:6][CH2:5][O:4][CH2:3][CH2:2]1.[ClH:12]>[Pt].CO>[ClH:12].[NH2:10][CH2:9][CH2:8][C:7]([N:1]1[CH2:6][CH2:5][O:4][CH2:3][CH2:2]1)=[O:11] |f:4.5|. Procedure details: A nitrogen inerted reactor is charged with 5% Pt-C (43 g; 58% water-wet) followed by 3-morpholin-4-yl-3-oxo-propionitrile (2.8 mol). A solution of MeOH (3.4 L) and 12N HCl (3.08 mol) is added at such a rate as to maintain an internal temperature of ca. 25° C. The vessel and its contents are degassed via three N2 pressure purges (50 psi). The atmosphere is switched to hydrogen via three H2 pressure purges (50 psi), and the reaction is stirred vigorously at ca. 25° C. under a sustained pressure of... Yield: 80.5%. Conditions: temperature 25 celsius, time 24 hour. Product: Cl.NCCC(=O)N1CCOCC1 (3-amino-1-morpholin-4-yl-propan-1-one, hydrochloride). Product: ClC1=CC=C(C=N1)CN1C=2C(CCC1)(OC(C2)=O)C (4-[(6-chloropyridin-3-yl)methyl]-7a-methyl-5,6,7,7a-tetrahydrofuro[3,2-b]pyridin-2(4H)-one). The yield is 35.0%. Procedure: 43 mg (0.16 mmol) of 4-[(6-chloropyridin-3-yl)methyl]-5,6,7,7a-tetrahydrofuro[3,2-b]pyridin-2(4H)-one (1-2) are dissolved in 2.5 ml of tetrahydrofuran, the mixture is cooled to −78° C. and 96 μl (0.16 mmol) of a 1.7M solution of tert-butyllithium in pentane are added. After 30 minutes of stirring at −78° C., 15 μl (0.24 mmol) of methyl iodide are added, and the mixture is stirred at −78° C. for a further 30 min, warmed to room temperature and stirred at room temperature for a further 3 hours. Co... The reactants are CI (methyl iodide), ClC1=CC=C(C=N1)CN1C=2C(CCC1)OC(C2)=O (4-[(6-chloropyridin-3-yl)methyl]-5,6,7,7a-tetrahydrofuro[3,2-b]pyridin-2(4H)-one), solution, C(C)(C)(C)[Li] (tert-butyllithium). Reaction SMILES: [Cl:1][C:2]1[N:7]=[CH:6][C:5]([CH2:8][N:9]2[CH2:14][CH2:13][CH2:12][CH:11]3[O:15][C:16](=[O:18])[CH:17]=[C:10]23)=[CH:4][CH:3]=1.[C:19]([Li])(C)(C)C.CI>O1CCCC1.CCCCC>[Cl:1][C:2]1[N:7]=[CH:6][C:5]([CH2:8][N:9]2[CH2:14][CH2:13][CH2:12][C:11]3([CH3:19])[O:15][C:16](=[O:18])[CH:17]=[C:10]23)=[CH:4][CH:3]=1. Run at temperature -78 celsius, time 30 minute. Solvent: O1CCCC1 (tetrahydrofuran), CCCCC (pentane). The reactants are COC1=CC=CC2=C1C(CO2)NC2=NC1=CC=C(C=C1C=C2)N (rac-N2-(4-Methoxy-2,3-dihydro-benzofuran-3-yl)-quinoline-2,6-diamine), ClC(=O)OC1=CC=C(C=C1)[N+](=O)[O-] (4-nitrophenyl chloroformate), Cl.Cl.C(C)(C)N1CCC(CC1)N (1-isopropyl-piperidin-4-ylamine dihydrochloride). Product: C(C)(C)N1CCC(CC1)NC(=O)NC=1C=C2C=CC(=NC2=CC1)NC1COC2=C1C(=CC=C2)OC (rac-1-(1-Isopropyl-piperidin-4-yl)-3-[2-(4-methoxy-2,3-dihydro-benzofuran-3-ylamino)-quinolin-6-yl]-urea), solid. The yield is 61.0%. As a reaction SMILES: [CH3:1][O:2][C:3]1[C:8]2[CH:9]([NH:12][C:13]3[CH:22]=[CH:21][C:20]4[C:15](=[CH:16][CH:17]=[C:18]([NH2:23])[CH:19]=4)[N:14]=3)[CH2:10][O:11][C:7]=2[CH:6]=[CH:5][CH:4]=1.Cl[C:25](OC1C=CC([N+]([O-])=O)=CC=1)=[O:26].Cl.Cl.[CH:39]([N:42]1[CH2:47][CH2:46][CH:45]([NH2:48])[CH2:44][CH2:43]1)([CH3:41])[CH3:40]>>[CH:39]([N:42]1[CH2:47][CH2:46][CH:45]([NH:48][C:25]([NH:23][C:18]2[CH:19]=[C:20]3[C:15](=[CH:16][CH:17]=2)[N:14]=[C:13]([NH:12][CH:9]2[C:8]4[C:3]([O:2][CH3:1])=[CH:4][CH:5]=[CH:6][C:7]=4[O:11][CH2:10]2)[CH:22]=[CH:21]3)=[O:26])[CH2:44][CH2:43]1)([CH3:41])[CH3:40] |f:2.3.4|. Procedure: The title compound was prepared from rac-N2-(4-methoxy-2,3-dihydro-benzofuran-3-yl)-quinoline-2,6-diamine (Example 173) (200 mg, 0.62 mmol), 4-nitrophenyl chloroformate (125 mg, 0.62 mmol) and 1-isopropyl-piperidin-4-ylamine dihydrochloride (CAS no: 534596-29-7) (140 mg, 0.65 mmol) in accordance with the general method 4 described in example 170 step C and was obtained as an off-white solid (190 mg, 61%); MS: m/e=476.2 (M+H+). Starting materials: BrN1C(CCC1=O)=O (N-Bromosuccinimide), NC=1C2=C(N=CN1)N(C=C2C=2C=NC1=CC=CC=C1C2)C[C@H](C=C)NC(OC(C)(C)C)=O ((S)-tert-butyl (1-(4-amino-5-(quinolin-3-yl)-7H-pyrrolo[2,3-d]pyrimidin-7-yl)but-3-en-2-yl)carbamate), S(=S)(=O)([O-])[O-].[Na+].[Na+] (sodium thiosulfate), C(C)(=O)OCC (ethyl acetate). The solvent is CN(C)C=O (DMF). Reaction conditions: temperature -15 celsius, time 1 hour. Product: NC=1C2=C(N=CN1)N(C(=C2C=2C=NC1=CC=CC=C1C2)Br)C[C@H](C=C)NC(OC(C)(C)C)=O ((S)-tert-butyl (1-(4-amino-6-bromo-5-(quinolin-3-yl)-7H-pyrrolo[2,3-d]pyrimidin-7-yl)but-3-en-2-yl)carbamate). The yield is 66.7%. RXN SMILES: [Br:1]N1C(=O)CCC1=O.[NH2:9][C:10]1[C:11]2[C:18]([C:19]3[CH:20]=[N:21][C:22]4[C:27]([CH:28]=3)=[CH:26][CH:25]=[CH:24][CH:23]=4)=[CH:17][N:16]([CH2:29][C@@H:30]([NH:33][C:34](=[O:40])[O:35][C:36]([CH3:39])([CH3:38])[CH3:37])[CH:31]=[CH2:32])[C:12]=2[N:13]=[CH:14][N:15]=1.S([O-])([O-])(=O)=S.[Na+].[Na+].C(OCC)(=O)C>CN(C=O)C>[NH2:9][C:10]1[C:11]2[C:18]([C:19]3[CH:20]=[N:21][C:22]4[C:27]([CH:28]=3)=[CH:26][CH:25]=[CH:24][CH:23]=4)=[C:17]([Br:1])[N:16]([CH2:29][C@@H:30]([NH:33][C:34](=[O:40])[O:35][C:36]([CH3:39])([CH3:38])[CH3:37])[CH:31]=[CH2:32])[C:12]=2[N:13]=[CH:14][N:15]=1 |f:2.3.4|. Procedure: N-Bromosuccinimide (3.63 g) was added to a solution of (S)-tert-butyl (1-(4-amino-5-(quinolin-3-yl)-7H-pyrrolo[2,3-d]pyrimidin-7-yl)but-3-en-2-yl)carbamate (7.98 g) obtained in Step 3 in DMF (64 ml) at −15° C., and the mixture was stirred at −15° C. for 1 hour. A 10% aqueous sodium thiosulfate solution and ethyl acetate were added to the reaction mixture, and stirred at room temperature for 10 minutes. The organic layer was separated, and the aqueous layer was extracted with ethyl acetate twice....